The task is: describe an organic reaction: reactants, conditions, products, and yield. This data is from the Open Reaction Database (ORD), a public repository of structured organic reaction records. Reactants: CCCCO, CCOC(C)=O, CCN(C(C)C)C(C)C, Clc1ccn2nccc2n1, Fc1ccc(F)c(C2CCCN2)c1. The product is Fc1ccc(F)c(C2CCCN2c2ccn3nccc3n2)c1. Reaction SMILES: [CH2:24]([OH:25])[CH2:26][CH2:27][CH3:28].[CH3:38][CH2:39][O:40][C:41]([CH3:42])=[O:43].[CH:29]([N:30]([CH2:31][CH3:32])[CH:33]([CH3:34])[CH3:35])([CH3:36])[CH3:37].[Cl:1][c:2]1[n:3][c:4]2[n:5]([cH:6][cH:7]1)[n:8][cH:9][cH:10]2.[F:11][c:12]1[c:13]([CH:19]2[NH:20][CH2:21][CH2:22][CH2:23]2)[cH:14][c:15]([F:18])[cH:16][cH:17]1>>[c:2]1([N:20]2[CH:19]([c:13]3[c:12]([F:11])[cH:17][cH:16][c:15]([F:18])[cH:14]3)[CH2:23][CH2:22][CH2:21]2)[n:3][c:4]2[n:5]([cH:6][cH:7]1)[n:8][cH:9][cH:10]2.